From a dataset of the Open Reaction Database (ORD), a public repository of structured organic reaction records. describe an organic reaction: reactants, conditions, products, and yield Reactants: F[C@@H]1CNCC[C@H]1OC1=C(C=C(C=C1)[N+](=O)[O-])C(F)(F)F ((3R,4R)-3-fluoro-4-(4-nitro-2-(trifluoromethyl)phenoxy)piperidine), O1CC(C1)=O (oxetan-3-one), C(C)(=O)O[BH-](OC(C)=O)OC(C)=O.[Na+] (Sodium triacetoxyborohydride). The solvent is ClCCCl (1,2-dichloroethane). Reaction conditions: time 8 hour. Yields the product F[C@@H]1CN(CC[C@H]1OC1=C(C=C(C=C1)[N+](=O)[O-])C(F)(F)F)C1COC1 ((3R,4R)-3-fluoro-4-(4-nitro-2-(trifluoromethyl)phenoxy)-1-(oxetan-3-yl)piperidine). Yield: 66.0%. RXN SMILES: [F:1][C@H:2]1[C@H:7]([O:8][C:9]2[CH:14]=[CH:13][C:12]([N+:15]([O-:17])=[O:16])=[CH:11][C:10]=2[C:18]([F:21])([F:20])[F:19])[CH2:6][CH2:5][NH:4][CH2:3]1.[O:22]1[CH2:25][C:24](=O)[CH2:23]1.C(O[BH-](OC(=O)C)OC(=O)C)(=O)C.[Na+]>ClCCCl>[F:1][C@H:2]1[C@H:7]([O:8][C:9]2[CH:14]=[CH:13][C:12]([N+:15]([O-:17])=[O:16])=[CH:11][C:10]=2[C:18]([F:21])([F:19])[F:20])[CH2:6][CH2:5][N:4]([CH:24]2[CH2:25][O:22][CH2:23]2)[CH2:3]1 |f:2.3|. Procedure details: A solution of (3R,4R)-3-fluoro-4-(4-nitro-2-(trifluoromethyl)phenoxy)piperidine (1.3 g, 1.0 eq, 4.3 mmol) and oxetan-3-one (0.43 g, 1.4 eq, 6.0 mmol) in 1,2-dichloroethane (50 mL) was stirred at room temperature for 30 minutes. Sodium triacetoxyborohydride (1.6 g, 1.8 eq, 7.7 mmol) was added in portions to the above solution and the heterogeneous mixture was stirred at room temperature overnight. Work-up and purification of the crude mixture used the same conditions as Example 88 above for Compo... The reagents and catalysts are C([O-])([O-])=O.[Cu+2] (copper carbonate). Reported procedure: 20 g (0.5 mol) of NaOH are dissolved in 100 ml of water, and 38.2 g (0.2 mol) of 2,4-dichlorobenzoic acid, 22.5 g (0.3 mol) of glycine and 1.4 g (6 mmol) of basic copper carbonate are added. The mixture is heated to 80° C., and 28 g (0.2 mol) of potassium carbonate are added. It is heated at 100° C. for 3 h. The filtrate after filtration with suction while hot is added to 100 ml of water and adjusted to pH 1-2 with hydrochloric acid. The product then precipitates and is filtered with suction and... RXN SMILES: [OH-].[Na+].Cl[C:4]1[CH:12]=[C:11]([Cl:13])[CH:10]=[CH:9][C:5]=1[C:6]([OH:8])=[O:7].[NH2:14][CH2:15][C:16]([OH:18])=[O:17].C(=O)([O-])[O-].[K+].[K+]>O.C(=O)([O-])[O-].[Cu+2]>[C:16]([CH:15]=[N:14][C:4]1[C:5](=[CH:9][CH:10]=[C:11]([Cl:13])[CH:12]=1)[C:6]([OH:8])=[O:7])([OH:18])=[O:17] |f:0.1,4.5.6,8.9|. The product is C(=O)(O)C=NC=1C(C(=O)O)=CC=C(C1)Cl (N-carboxymethylene-4-chloroanthranilic acid). Conditions: temperature 80 celsius. Starting materials: C([O-])([O-])=O.[K+].[K+] (potassium carbonate), [OH-].[Na+] (NaOH), ClC1=C(C(=O)O)C=CC(=C1)Cl (2,4-dichlorobenzoic acid), NCC(=O)O (glycine). Yield: 90.0%. Run in O (water).